This data is from the Open Reaction Database (ORD), a public repository of structured organic reaction records. The task is: describe an organic reaction: reactants, conditions, products, and yield The reactants are C(C)OC(CCC1(OC2=C(CC1)C=CC=C2)C)=O (3,4-dihydro-2-methyl-2H-1-benzopyran-2-propanoic acid ethyl ester), O1CCCC1.O (tetrahydrofuran water), O.[OH-].[Li+] (lithium hydroxide monohydrate). Run in O (water). The product is C(C)(=O)C1=C(C(=C(OCCCOC2=CC3=C(CCC(O3)(CCC(=O)O)C)C=C2)C=C1)CCC)O (racemic-7-[3-(4-acetyl-3-hydroxy-2-propylphenoxy)propoxy]-3,4-dihydro-2-methyl-2H-1-benzopyran-2-propanoic acid). The yield is 95.8%. As a reaction SMILES: C([O:3][C:4](=[O:18])[CH2:5][CH2:6][C:7]1([CH3:17])[CH2:12][CH2:11][C:10]2[CH:13]=[CH:14][CH:15]=[CH:16][C:9]=2[O:8]1)C.[O:19]1[CH2:23][CH2:22][CH2:21][CH2:20]1.[OH2:24].[OH2:25].[OH-:26].[Li+]>O>[C:6]([C:5]1[CH:4]=[CH:20][C:21]([O:25][CH2:10][CH2:9][CH2:16][O:26][C:15]2[CH:14]=[CH:13][C:10]3[CH2:11][CH2:12][C:7]([CH3:17])([CH2:6][CH2:5][C:4]([OH:3])=[O:18])[O:8][C:9]=3[CH:16]=2)=[C:22]([CH2:13][CH2:14][CH3:15])[C:23]=1[OH:19])(=[O:24])[CH3:7] |f:1.2,3.4.5|. Reported procedure: To a mixture of 1.55 g of the ester from Example 3 and 35 ml of 1:1 tetrahydrofuran-water was added 2.3 g of lithium hydroxide monohydrate, with stirring. The mixture was stirred at room temperature for 22 hours then diluted with water and extracted 3 times with ether (ether extracts discarded). The aqueous solution was acidified to pH 1 by the addition of saturated aqueous oxalic acid and worked-up with ether in the usual manner. There was obtained 1.4 g (95.8%) of racemic-7-[3-(4-acetyl-3-hydr...